From a dataset of the Open Reaction Database (ORD), a public repository of structured organic reaction records. describe an organic reaction: reactants, conditions, products, and yield Starting materials: hydrochloride salt, Cl (hydrogen chloride), 2,2-dimethyl-5-(2,5-dimethylphenoxy)pentyl ester, N1=CC(=CC=C1)C(=O)O (3-pyridine carboxylic acid). Yields the product 2,2-dimethyl-5-(2,5-dimethylphenoxy)pentyl ester, Cl.N1=CC(=CC=C1)C(=O)O (3-pyridine carboxylic acid, monohydrochloride). RXN SMILES: [N:1]1[CH:6]=[CH:5][CH:4]=[C:3]([C:7]([OH:9])=[O:8])[CH:2]=1.[ClH:10]>>[ClH:10].[N:1]1[CH:6]=[CH:5][CH:4]=[C:3]([C:7]([OH:9])=[O:8])[CH:2]=1 |f:2.3|. Reported procedure: A solution of 9.4 g of 2,2-dimethyl-5-(2,5-dimethylphenoxy)pentanol in 50 ml of methylene chloride is added dropwise to an ice-cold solution of 7.12 g of nicotinyl chloride hydrochloride in 150 ml of methylene chloride containing 8.08 g of triethylamine. The mixture is heated for two hours. Upon cooling, the mixture is washed with water, dried over anhydrous magnesium sulfate and evaporated to dryness to give the 2,2-dimethyl-5-(2,5-dimethylphenoxy)pentyl ester of 3-pyridine carboxylic acid as a... Reactants: CCCC(CCC)C(=O)O, CC1C=CC2=CCCC(O)C2C1CCC1CC(C(C)(C)C)C(O[SiH](C)C)C(=O)O1. The product is CCCC(CCC)C(=O)OC1CCC=C2C=CC(C)C(CCC3CC(C(C)(C)C)C(O[SiH](C)C)C(=O)O3)C21. RXN SMILES: [CH2:30]([CH2:31][CH3:32])[CH:33]([C:34](=[O:35])[OH:36])[CH2:37][CH2:38][CH3:39].[OH:1][CH:2]1[CH2:3][CH2:4][CH:5]=[C:6]2[CH:7]=[CH:8][CH:9]([CH3:29])[CH:10]([CH2:12][CH2:13][CH:14]3[CH2:15][CH:16]([C:25]([CH3:26])([CH3:27])[CH3:28])[CH:17]([O:21][SiH:22]([CH3:23])[CH3:24])[C:18](=[O:20])[O:19]3)[CH:11]12>>[O:1]([CH:2]1[CH2:3][CH2:4][CH:5]=[C:6]2[CH:7]=[CH:8][CH:9]([CH3:29])[CH:10]([CH2:12][CH2:13][CH:14]3[CH2:15][CH:16]([C:25]([CH3:26])([CH3:27])[CH3:28])[CH:17]([O:21][SiH:22]([CH3:23])[CH3:24])[C:18](=[O:20])[O:19]3)[CH:11]12)[C:34]([CH:33]([CH2:30][CH2:31][CH3:32])[CH2:37][CH2:38][CH3:39])=[O:35].